Dataset: the Open Reaction Database (ORD), a public repository of structured organic reaction records. Task: describe an organic reaction: reactants, conditions, products, and yield The reactants are N1CCCCCC1 (azepane), C(CCC)Br (butyl bromide). Yields the product C(CCC)N1CCCCCC1 (1-butylazepane). Reaction SMILES: [NH:1]1[CH2:7][CH2:6][CH2:5][CH2:4][CH2:3][CH2:2]1.[CH2:8](Br)[CH2:9][CH2:10][CH3:11]>>[CH2:8]([N:1]1[CH2:7][CH2:6][CH2:5][CH2:4][CH2:3][CH2:2]1)[CH2:9][CH2:10][CH3:11]. Procedure details: The first N-substitution of azepane was carried out using butyl bromide as an N-alkylating agent to form 1-butylazepane. An equimolar amount of butyl bromide was added dropwise to a solution of azepane in methanol keeping the temperature at 20° C. by an ice-water bath. The mixture was hydrolyzed with potassium carbonate, extracted with ether, and dried over Na2SO4. The solution was fractionally distilled at reduced pressure and the fraction with bp 195° C. was collected. 1H-NMR (300 MHz, CDCl3) ... Procedure details: To a suspension of magnesium turnings (9.6 g) in anhydrous ether (50 ml) was added dropwise to a solution of p-chlorobromobenzene (76.6 g) in anhydrous ether (500 ml) at such a rate as to maintain reflux. After refluxing for a further 20 minutes, the solution was cooled to 5o and a solution of allyl bromide (48.4 g) in anhydrous ether (100 ml) was added over 15 minutes. After 30 minutes the solution was allowed to warm to room temperature, and then saturated ammonium chloride was added dropwise,... The product is ClC1=CC=C(C=C1)CC=C (3-(4-chlorophenyl)prop-1-ene). Solvent: CCOCC (ether), CCOCC (ether), CCOCC (ether). As a reaction SMILES: [Mg].[Cl:2][C:3]1[CH:8]=[CH:7][C:6](Br)=[CH:5][CH:4]=1.[CH2:10](Br)[CH:11]=[CH2:12].[Cl-].[NH4+]>CCOCC>[Cl:2][C:3]1[CH:8]=[CH:7][C:6]([CH2:12][CH:11]=[CH2:10])=[CH:5][CH:4]=1 |f:3.4|. Starting materials: C(C=C)Br (allyl bromide), ClC1=CC=C(C=C1)Br (p-chlorobromobenzene), [Cl-].[NH4+] (ammonium chloride), [Mg] (magnesium), 5o. Conditions: time 30 minute. Procedure details: Analogously to Example 1, a solution of 0.629 g (1 mmol) of 1-[4-(pyridin-2-yl)-phenyl]-4(S)-hydroxy-2-amino-5(S)-N-(N-methoxycarbonyl-(L)-valyl)amino-6-phenyl-2-azahexane hydrochloride (Example 49 b) in 5 ml of DMF is added dropwise to a mixture of 0.303 g (1.6 mmol) of N-ethoxycarbonyl-(L)-valine, 0.575 g (3 mmol) of EDC, 0.27 g (2 mmol) of HOBT and 0.98 ml of TEA in 7 ml of DMF. After working up, the crude product is digested in DIPE and purified by subsequent medium-pressure column chromatog... Reaction SMILES: Cl.[N:2]1[CH:7]=[CH:6][CH:5]=[CH:4][C:3]=1[C:8]1[CH:13]=[CH:12][C:11]([CH2:14][N:15]([NH2:39])[CH2:16][C@H:17]([OH:38])[C@@H:18]([NH:26][C:27](=[O:37])[C@H:28]([CH:34]([CH3:36])[CH3:35])[NH:29][C:30]([O:32][CH3:33])=[O:31])[CH2:19][C:20]2[CH:25]=[CH:24][CH:23]=[CH:22][CH:21]=2)=[CH:10][CH:9]=1.C(OC([NH:45][C@H:46]([C:50]([OH:52])=O)[CH:47]([CH3:49])[CH3:48])=O)C.[CH2:53](Cl)[CH2:54]Cl.C1C=CC2N([OH:66])N=NC=2C=1.CN([CH:70]=[O:71])C>>[N:2]1[CH:7]=[CH:6][CH:5]=[CH:4][C:3]=1[C:8]1[CH:9]=[CH:10][C:11]([CH2:14][N:15]([NH:39][C:50](=[O:52])[C@H:46]([CH:47]([CH3:48])[CH:49]=[C:70]=[O:71])[NH:45][O:66][CH2:53][CH3:54])[CH2:16][C@H:17]([OH:38])[C@@H:18]([NH:26][C:27](=[O:37])[C@H:28]([CH:34]([CH3:36])[CH3:35])[NH:29][C:30]([O:32][CH3:33])=[O:31])[CH2:19][C:20]2[CH:25]=[CH:24][CH:23]=[CH:22][CH:21]=2)=[CH:12][CH:13]=1 |f:0.1|. Starting materials: Cl.N1=C(C=CC=C1)C1=CC=C(C=C1)CN(C[C@@H]([C@H](CC1=CC=CC=C1)NC([C@@H](NC(=O)OC)C(C)C)=O)O)N (1-[4-(pyridin-2-yl)-phenyl]-4(S)-hydroxy-2-amino-5(S)-N-(N-methoxycarbonyl-(L)-valyl)amino-6-phenyl-2-azahexane hydrochloride), C(C)OC(=O)N[C@@H](C(C)C)C(=O)O (N-ethoxycarbonyl-(L)-valine), C(CCl)Cl (EDC), C=1C=CC2=C(C1)N=NN2O (HOBT), TEA, CN(C)C=O (DMF), CN(C)C=O (DMF), crude product. The product is N1=C(C=CC=C1)C1=CC=C(C=C1)CN(C[C@@H]([C@H](CC1=CC=CC=C1)NC([C@@H](NC(=O)OC)C(C)C)=O)O)NC([C@@H](NOCC)C(C=C=O)C)=O (1-[4-(Pyridin-2-yl)-phenyl]-4(S)-hydroxy-2-N-(N-ethoxy-carbonyl-(L)-valyl)amino-5(S)-N-(N-methoxycarbonyl-(L)-valyl)amino-6-phenyl-2-azahexane). Procedure: A solution of 4-methoxy-3-pyrrolin-2-one (3 g; 26.52 mmols) in absolute ethanol (60 ml) is treated with sodium ethoxyde (2.17 g; 31.82 mmols) under nitrogen atmosphere. The solution is refluxed for 2 hours and then poured into a 30% NaH2PO4 solution (200 ml). The resulting mixture is extracted with ethyl acetate (3×150 ml) and the organic phase is shaken with brine, dried over sodium sulphate and evaporated to dryness to obtain 4-ethoxy-3-pyrrolin-2-one (2.19 g; 17.24 mmols). Yield: 65%. Yields the product C(C)OC1=CC(NC1)=O (4-ethoxy-3-pyrrolin-2-one). As a reaction SMILES: [CH3:1][O:2][C:3]1[CH2:7][NH:6][C:5](=[O:8])[CH:4]=1.[Na].[CH2:10](O)C>>[CH2:1]([O:2][C:3]1[CH2:7][NH:6][C:5](=[O:8])[CH:4]=1)[CH3:10] |^1:8|. Reactants: COC1=CC(NC1)=O (4-methoxy-3-pyrrolin-2-one), [Na] (sodium), C(C)O (ethanol), NaH2PO4. The yield is 65.0%. Reactants: Br[Mg]c1ccccc1, CC(C)(C)OC(=O)N1CCCC1=O, C1CCOC1, Cl. Product: CC(C)(C)OC(=O)NCCCC(=O)c1ccccc1. RXN SMILES: [Br:14][Mg:15][c:16]1[cH:17][cH:18][cH:19][cH:20][cH:21]1.[C:1]([CH3:2])([CH3:3])([CH3:4])[O:5][C:6](=[O:7])[N:8]1[C:9](=[O:13])[CH2:10][CH2:11][CH2:12]1.[CH2:23]1[O:24][CH2:25][CH2:26][CH2:27]1.[ClH:22]>>[C:1]([CH3:2])([CH3:3])([CH3:4])[O:5][C:6](=[O:7])[NH:8][CH2:12][CH2:11][CH2:10][C:9](=[O:13])[c:16]1[cH:17][cH:18][cH:19][cH:20][cH:21]1. Reactants: Cc1ccc(CCCC(=O)O)cc1C, ClC(Cl)Cl, O=S(Cl)Cl. Yields the product Cc1ccc(CCCC(=O)Cl)cc1C. RXN SMILES: [CH3:5][c:6]1[cH:7][c:8]([CH2:13][CH2:14][CH2:15][C:16](=[O:17])[OH:18])[cH:9][cH:10][c:11]1[CH3:12].[CH:19]([Cl:20])([Cl:21])[Cl:22].[S:1]([Cl:2])([Cl:3])=[O:4]>>[Cl:3][C:16]([CH2:15][CH2:14][CH2:13][c:8]1[cH:7][c:6]([CH3:5])[c:11]([CH3:12])[cH:10][cH:9]1)=[O:18].